This data is from the Open Reaction Database (ORD), a public repository of structured organic reaction records. The task is: describe an organic reaction: reactants, conditions, products, and yield Reactants: COC(=O)CC#N, O=C1Nc2ccc(OC(F)(F)F)cc2C1=O. The product is COC(=O)C(C#N)=C1C(=O)Nc2ccc(OC(F)(F)F)cc21. As a reaction SMILES: [CH3:17][O:18][C:19](=[O:20])[CH2:21][C:22]#[N:23].[F:1][C:2]([O:3][c:4]1[cH:5][c:6]2[c:10]([cH:11][cH:12]1)[NH:9][C:8](=[O:13])[C:7]2=[O:14])([F:15])[F:16]>>[F:1][C:2]([O:3][c:4]1[cH:5][c:6]2[c:10]([cH:11][cH:12]1)[NH:9][C:8](=[O:13])[C:7]2=[C:21]([C:19]([O:18][CH3:17])=[O:20])[C:22]#[N:23])([F:15])[F:16]. Starting materials: S1C=C(C=C1)C=1C=C(C(N(N1)COCC[Si](C)(C)C)=O)C1=NC2=C(N1COCC[Si](C)(C)C)C=CC=C2 (6-thiophen-3-yl-2-(2-trimethylsilanylethoxymethyl)-4-[1-(2-trimethylsilanyl -ethoxymethyl)-1H-benzimidazol-2-yl]-2H-pyridazin-3-one). Solvent: ClCCl (dichloromethane), FC(C(=O)O)(F)F (trifluoroacetic acid), C(C)(S)S (ethanedithiol). Run at time 18 hour. Yields the product N1C(=NC2=C1C=CC=C2)C=2C(NN=C(C2)C2=CSC=C2)=O (4-(1H-Benzimidazol-2-yl)-6-thiophen-3-yl-2H-pyridazin-3-one). Reaction SMILES: [S:1]1[CH:5]=[CH:4][C:3]([C:6]2[CH:7]=[C:8]([C:21]3[N:25](COCC[Si](C)(C)C)[C:24]4[CH:34]=[CH:35][CH:36]=[CH:37][C:23]=4[N:22]=3)[C:9](=[O:20])[N:10](COCC[Si](C)(C)C)[N:11]=2)=[CH:2]1>ClCCl.FC(F)(F)C(O)=O.C(S)(S)C>[NH:25]1[C:24]2[CH:34]=[CH:35][CH:36]=[CH:37][C:23]=2[N:22]=[C:21]1[C:8]1[C:9](=[O:20])[NH:10][N:11]=[C:6]([C:3]2[CH:4]=[CH:5][S:1][CH:2]=2)[CH:7]=1. Procedure details: 30 mg of 6-thiophen-3-yl-2-(2-trimethylsilanylethoxymethyl)-4-[1-(2-trimethylsilanyl -ethoxymethyl)-1H-benzimidazol-2-yl]-2H-pyridazin-3-one is dissolved in a mixture of dichloromethane (1 ml) and trifluoroacetic acid (1 ml), 18 μl of ethanedithiol are added, and the resulting solution is stirred at room temperature for 18 hours. After the solvent has been distilled off, the crude product is purified by preparative RP-HPLC (0-100% acetonitrile (+0.05% formic acid) in water (+0.05% formic acid)). Reactants: SC1=C(C(=O)O)C=CC=N1 (2-Mercapto-nicotinic acid), C(C(C)C)I (isobutyliodide). The product is C(C(C)C)SC1=C(C(=O)O)C=CC=N1 (2-isobutylsulfanyl-nicotinic acid). Yield: 92.0%. Reaction SMILES: [SH:1][C:2]1[N:10]=[CH:9][CH:8]=[CH:7][C:3]=1[C:4]([OH:6])=[O:5].[CH2:11](I)[CH:12]([CH3:14])[CH3:13]>>[CH2:11]([S:1][C:2]1[N:10]=[CH:9][CH:8]=[CH:7][C:3]=1[C:4]([OH:6])=[O:5])[CH:12]([CH3:14])[CH3:13]. Procedure: 2-Mercapto-nicotinic acid (2 g, 12.8 mmol) and isobutyliodide were reacted in the same manner as in Step A of Preparation Example 10 to obtain the title compound (2.175 g, 92%). Product: CC1=Cc2c(Br)cccc2C1[Si](C)(C)C1=CC=CC1. RXN SMILES: [Br:11][c:12]1[c:13]2[c:17]([cH:18][cH:19][cH:20]1)[CH:16]([Si:21]([CH3:22])([CH3:23])[Cl:24])[C:15]([CH3:25])=[CH:14]2.[CH2:1]1[CH:2]=[CH:3][CH:4]=[CH:5]1.[CH3:6][CH2:7][CH2:8][CH2:9][Li:10].[OH2:26]>>[CH:1]1=[C:5]([Si:21]([CH:16]2[C:15]([CH3:25])=[CH:14][c:13]3[c:12]([Br:11])[cH:20][cH:19][cH:18][c:17]32)([CH3:22])[CH3:23])[CH2:4][CH:3]=[CH:2]1. Reactants: CC1=Cc2c(Br)cccc2C1[Si](C)(C)Cl, C1=CCC=C1, [Li]CCCC, O. Reactants: CCCCNCc1nc2ccccc2[nH]1, Cc1ccccc1, CCOC(C)=O, O=C(Cl)c1cccc(F)c1F, [Na+], O=C([O-])O. Product: CCCCN(Cc1nc2ccccc2[nH]1)C(=O)c1cccc(F)c1F. As a reaction SMILES: [CH2:1]([CH2:2][CH2:3][CH3:4])[NH:5][CH2:6][c:7]1[nH:8][c:9]2[c:10]([n:11]1)[cH:12][cH:13][cH:14][cH:15]2.[CH3:32][c:33]1[cH:34][cH:35][cH:36][cH:37][cH:38]1.[CH3:39][CH2:40][O:41][C:42](=[O:43])[CH3:44].[F:21][c:22]1[c:23]([C:24](=[O:25])[Cl:26])[cH:27][cH:28][cH:29][c:30]1[F:31].[Na+:20].[O-:16][C:17]([OH:18])=[O:19]>>[CH2:1]([CH2:2][CH2:3][CH3:4])[N:5]([CH2:6][c:7]1[nH:8][c:9]2[c:10]([n:11]1)[cH:12][cH:13][cH:14][cH:15]2)[C:24]([c:23]1[c:22]([F:21])[c:30]([F:31])[cH:29][cH:28][cH:27]1)=[O:25]. Starting materials: ClC=1C=CC(=C(C1)CN)N1N=NN=C1 (1-[5-chloro-2-(1H-tetraazol-1-yl)phenyl]methanamine), CCN(C(C)C)C(C)C (Hünig's base), BrCC(=O)Br (bromoacetyl bromide). Solvent: C1CCOC1 (THF), CCOC(=O)C (EtOAc). Conditions: temperature 0 celsius, time 20 minute. Product: EtOAc-hexanes, BrCC(=O)NCC1=C(C=CC(=C1)Cl)N1N=NN=C1 (2-Bromo-N-[5-chloro-2-(1H-tetraazol-1-yl)benzyl]acetamide). Isolated yield 70.0%. RXN SMILES: [Cl:1][C:2]1[CH:3]=[CH:4][C:5]([N:10]2[CH:14]=[N:13][N:12]=[N:11]2)=[C:6]([CH2:8][NH2:9])[CH:7]=1.CCN(C(C)C)C(C)C.[Br:24][CH2:25][C:26](Br)=[O:27]>C1COCC1.CCOC(C)=O>[Br:24][CH2:25][C:26]([NH:9][CH2:8][C:6]1[CH:7]=[C:2]([Cl:1])[CH:3]=[CH:4][C:5]=1[N:10]1[CH:14]=[N:13][N:12]=[N:11]1)=[O:27]. Procedure details: To a stirred solution of 1-[5-chloro-2-(1H-tetraazol-1-yl)phenyl]methanamine (150 mg, 0.72 mmol) and Hünig's base (137 μL, 0.79 mmol) in anhydrous THF (3.3 mL) at 0° C. was added dropwise bromoacetyl bromide (69 μL, 0.79 mmol). The resulting orange-yellow suspension was stirred under N2 atmosphere at 0° C. for 20 min. The mixture was diluted with EtOAc and washed twice with H2O, twice with saturated aqueous NaHCO3 and once with brine. The organic layer was dried (anhydrous Na2SO4), filtered and ...